Dataset: the Open Reaction Database (ORD), a public repository of structured organic reaction records. Task: describe an organic reaction: reactants, conditions, products, and yield Reactants: CCCN=C=O, Cc1ccccc1, Nc1ccccc1Nc1ccc(C(=O)c2ccccc2)cc1. Reaction SMILES: [CH2:23]([CH2:24][CH3:25])[N:26]=[C:27]=[O:28].[CH3:29][c:30]1[cH:31][cH:32][cH:33][cH:34][cH:35]1.[NH2:1][c:2]1[c:3]([NH:8][c:9]2[cH:10][cH:11][c:12]([C:13](=[O:14])[c:15]3[cH:16][cH:17][cH:18][cH:19][cH:20]3)[cH:21][cH:22]2)[cH:4][cH:5][cH:6][cH:7]1>>[NH:1]([c:2]1[c:3]([NH:8][c:9]2[cH:10][cH:11][c:12]([C:13](=[O:14])[c:15]3[cH:16][cH:17][cH:18][cH:19][cH:20]3)[cH:21][cH:22]2)[cH:4][cH:5][cH:6][cH:7]1)[C:27]([NH:26][CH2:23][CH2:24][CH3:25])=[O:28]. The product is CCCNC(=O)Nc1ccccc1Nc1ccc(C(=O)c2ccccc2)cc1. Starting materials: CCN=C=NCCCN(CC)CC, COc1cc(C=CC(=O)O)cc(OC)c1OC, Cl, CCCn1c(N)c(N)c(=O)n(CCC)c1=O, C1COCCO1, O. Yields the product CCCn1c(N)c(NC(=O)C=Cc2cc(OC)c(OC)c(OC)c2)c(=O)n(CCC)c1=O. Reaction SMILES: [CH2:19]([N:20]([CH2:21][CH3:22])[CH2:23][CH2:24][CH2:25][N:26]=[C:27]=[N:28][CH2:29][CH3:30])[CH3:31].[CH3:1][O:2][c:3]1[cH:4][c:5]([CH:6]=[CH:7][C:8](=[O:9])[OH:10])[cH:11][c:12]([O:16][CH3:17])[c:13]1[O:14][CH3:15].[ClH:18].[NH2:38][c:39]1[c:40](=[O:53])[n:41]([CH2:50][CH2:51][CH3:52])[c:42](=[O:49])[n:43]([CH2:46][CH2:47][CH3:48])[c:44]1[NH2:45].[O:32]1[CH2:33][CH2:34][O:35][CH2:36][CH2:37]1.[OH2:54]>>[CH3:1][O:2][c:3]1[cH:4][c:5]([CH:6]=[CH:7][C:8](=[O:10])[NH:38][c:39]2[c:40](=[O:53])[n:41]([CH2:50][CH2:51][CH3:52])[c:42](=[O:49])[n:43]([CH2:46][CH2:47][CH3:48])[c:44]2[NH2:45])[cH:11][c:12]([O:16][CH3:17])[c:13]1[O:14][CH3:15]. Product: C(=O)(OC(C)(C)C)N[C@H]([C@H](C[C@H](C(=O)O)CC1=CC=C(C=C1)OC)O)CC1CCCCC1 (5(S)-(Boc-Amino)-4(S)-hydroxy-6-cyclohexyl-2(R)-[(p-methoxyphenyl)methyl]hexanoic acid). Reaction conditions: time 3 hour. As a reaction SMILES: [Li+].[OH-].[C:3]([NH:10][C@H:11]([C@H:19]1[O:23][C:22](=[O:24])[C@H:21]([CH2:25][C:26]2[CH:31]=[CH:30][C:29]([O:32][CH3:33])=[CH:28][CH:27]=2)[CH2:20]1)[CH2:12][CH:13]1[CH2:18][CH2:17][CH2:16][CH2:15][CH2:14]1)([O:5][C:6]([CH3:9])([CH3:8])[CH3:7])=[O:4].[NH4+].[Cl-].C(O)(=O)CC(CC(O)=O)(C(O)=O)[OH:39]>COCCOC.CCOCC>[C:3]([NH:10][C@@H:11]([CH2:12][CH:13]1[CH2:14][CH2:15][CH2:16][CH2:17][CH2:18]1)[C@@H:19]([OH:39])[CH2:20][C@@H:21]([CH2:25][C:26]1[CH:31]=[CH:30][C:29]([O:32][CH3:33])=[CH:28][CH:27]=1)[C:22]([OH:23])=[O:24])([O:5][C:6]([CH3:9])([CH3:7])[CH3:8])=[O:4] |f:0.1,3.4|. Starting materials: ice, [NH4+].[Cl-] (NH4Cl), C(CC(O)(C(=O)O)CC(=O)O)(=O)O (citric acid), [Li+].[OH-] (LiOH), C(=O)(OC(C)(C)C)N[C@@H](CC1CCCCC1)[C@@H]1C[C@H](C(O1)=O)CC1=CC=C(C=C1)OC (5(S)-[1(S)-(Boc-amino)-2-cyclohexylethyl]-3(R)-[(p-methoxyphenyl)methyl]dihydrofuran-2-(3H)-one). Procedure: 1000 ml of 1M aqueous LiOH solution are added, under a protective gas, to a solution of 103 g (239 mmol) of 5(S)-[1(S)-(Boc-amino)-2-cyclohexylethyl]-3(R)-[(p-methoxyphenyl)methyl]dihydrofuran-2-(3H)-one in 800 ml 1,2-dimethoxyethane. After 3 h at RT, the reaction solution is poured onto an ice-cold mixture of 1.5 l of sat. NH4Cl solution, 1 l of 10% citric acid solution and 2 l of ether. The aqueous phase is separated off and extracted 2× with 1 l of ether on each occasion. The organic phases a... The solvent is CCOCC (ether), COCCOC (1,2-dimethoxyethane). The reactants are ClC1=NC=CC2=CC(=CC=C12)S(=O)(=O)N(C=1SC=CN1)CC1=C(C=C(C=C1)OC)OC (1-chloro-N-(2,4-dimethoxybenzyl)-N-(thiazol-2-yl)isoquinoline-6-sulfonamide), CN(C)C=O (DMF), CN1C(=CC=C1)[Sn](CCCC)(CCCC)CCCC (1-Methyl-2-(tributylstannyl)-1H-pyrrole). Reagents/catalysts: C=1C=CC(=CC1)[P](C=2C=CC=CC2)(C=3C=CC=CC3)[Pd]([P](C=4C=CC=CC4)(C=5C=CC=CC5)C=6C=CC=CC6)([P](C=7C=CC=CC7)(C=8C=CC=CC8)C=9C=CC=CC9)[P](C=1C=CC=CC1)(C=1C=CC=CC1)C=1C=CC=CC1 (Pd(Ph3P)4). Run in C(C)(=O)OCC (ethyl acetate). Reaction conditions: temperature 90 celsius. Product: COC1=C(CN(S(=O)(=O)C=2C=C3C=CN=C(C3=CC2)C=2N(C=CN2)C)C=2SC=CN2)C=CC(=C1)OC (N-(2,4-dimethoxybenzyl)-1-(1-methyl-1H-imidazol-2-yl)-N-(thiazol-2-yl)isoquinoline-6-sulfonamide). RXN SMILES: Cl[C:2]1[C:11]2[C:6](=[CH:7][C:8]([S:12]([N:15]([CH2:21][C:22]3[CH:27]=[CH:26][C:25]([O:28][CH3:29])=[CH:24][C:23]=3[O:30][CH3:31])[C:16]3[S:17][CH:18]=[CH:19][N:20]=3)(=[O:14])=[O:13])=[CH:9][CH:10]=2)[CH:5]=[CH:4][N:3]=1.[CH3:32][N:33]([CH:35]=O)[CH3:34].[CH3:37][N:38]1C=CC=C1[Sn](CCCC)(CCCC)CCCC>C(OCC)(=O)C.C1C=CC([P]([Pd]([P](C2C=CC=CC=2)(C2C=CC=CC=2)C2C=CC=CC=2)([P](C2C=CC=CC=2)(C2C=CC=CC=2)C2C=CC=CC=2)[P](C2C=CC=CC=2)(C2C=CC=CC=2)C2C=CC=CC=2)(C2C=CC=CC=2)C2C=CC=CC=2)=CC=1>[CH3:31][O:30][C:23]1[CH:24]=[C:25]([O:28][CH3:29])[CH:26]=[CH:27][C:22]=1[CH2:21][N:15]([C:16]1[S:17][CH:18]=[CH:19][N:20]=1)[S:12]([C:8]1[CH:7]=[C:6]2[C:11](=[CH:10][CH:9]=1)[C:2]([C:32]1[N:33]([CH3:34])[CH:35]=[CH:37][N:38]=1)=[N:3][CH:4]=[CH:5]2)(=[O:13])=[O:14] |^1:65,67,86,105|. Procedure: A microwave vial was charged with 1-chloro-N-(2,4-dimethoxybenzyl)-N-(thiazol-2-yl)isoquinoline-6-sulfonamide (Intermediate OOO; 0.050 g, 0.105 mmol), Pd(Ph3P)4 (0.012 g, 10.50 μmol), and DMF (0.525 ml). 1-Methyl-2-(tributylstannyl)-1H-pyrrole (0.078 ml, 0.210 mmol) was added and the reaction was heated in a microwave reactor at 90° C. for 30 minutes. The reaction was diluted with ethyl acetate and washed with water. The aqueous layer was extracted with ethyl acetate, and the combined organic la... The reactants are CN1N=CC(=C1)C1=CC=2N(C(=N1)C=1C=NNC1)C=CN2 (7-(1-methyl-1H-pyrazol-4-yl)-5-(1H-pyrazol-4-yl)imidazo[1,2-c]pyrimidine), C1C(CC12CCCCC2)=CC#N (2-(spiro[3.5]nonan-2-ylidene)acetonitrile). Yields the product CN1N=CC(=C1)C1=CC=2N(C(=N1)C=1C=NN(C1)C1(CC3(C1)CCCCC3)CC#N)C=CN2 (2-(2-(4-(7-(1-methyl-1H-pyrazol-4-yl)imidazo[1,2-c]pyrimidin-5-yl)-1H-pyrazol-1-yl)spiro[3.5]nonan-2-yl)acetonitrile). The yield is 37.3%. Reaction SMILES: [CH3:1][N:2]1[CH:6]=[C:5]([C:7]2[N:12]=[C:11]([C:13]3[CH:14]=[N:15][NH:16][CH:17]=3)[N:10]3[CH:18]=[CH:19][N:20]=[C:9]3[CH:8]=2)[CH:4]=[N:3]1.[CH2:21]1[C:24]2([CH2:29][CH2:28][CH2:27][CH2:26][CH2:25]2)[CH2:23][C:22]1=[CH:30][C:31]#[N:32]>>[CH3:1][N:2]1[CH:6]=[C:5]([C:7]2[N:12]=[C:11]([C:13]3[CH:14]=[N:15][N:16]([C:22]4([CH2:30][C:31]#[N:32])[CH2:23][C:24]5([CH2:29][CH2:28][CH2:27][CH2:26][CH2:25]5)[CH2:21]4)[CH:17]=3)[N:10]3[CH:18]=[CH:19][N:20]=[C:9]3[CH:8]=2)[CH:4]=[N:3]1. Procedure details: This was prepared from 7-(1-methyl-1H-pyrazol-4-yl)-5-(1H-pyrazol-4-yl)imidazo[1,2-c]pyrimidine (100 mg; 0.377 mmol) and 2-(spiro[3.5]nonan-2-ylidene)acetonitrile (91 mg; 0.565 mmol) using the procedure described in Example 148, Step D to give the desired product (60 mg). MS (apci) m/z=427.2 (M+H). Starting materials: BrCC(=O)C1=CC(=CC=C1)[N+](=O)[O-] (2-bromo-3′-nitroacetophenone), C(C1=CN=CC=C1)(=S)N (thionicotinamide). Solvent: C(C)O (ethanol). Yields the product Br.[N+](=O)([O-])C=1C=C(C=CC1)C=1N=C(SC1)C=1C=NC=CC1 (4(3-Nitrophenyl)-2-(3-pyridyl)-thiazole, Hydrobromide Salt). Yield: 92.0%. As a reaction SMILES: [Br:1][CH2:2][C:3]([C:5]1[CH:10]=[CH:9][CH:8]=[C:7]([N+:11]([O-:13])=[O:12])[CH:6]=1)=O.[C:14]([NH2:22])(=[S:21])[C:15]1[CH:20]=[CH:19][CH:18]=[N:17][CH:16]=1>C(O)C>[BrH:1].[N+:11]([C:7]1[CH:6]=[C:5]([C:3]2[N:22]=[C:14]([C:15]3[CH:16]=[N:17][CH:18]=[CH:19][CH:20]=3)[S:21][CH:2]=2)[CH:10]=[CH:9][CH:8]=1)([O-:13])=[O:12] |f:3.4|. Reported procedure: A mixture of 2-bromo-3′-nitroacetophenone (5 g, 20 mmol) and thionicotinamide (2.76 g, 20 mmol) in ethanol (25 ml) was heated to reflux for 1 h, during which time extensive precipitation occurred. Filtration and drying afforded the product as a yellow solid (6.7 g, 92%).